From a dataset of the Open Reaction Database (ORD), a public repository of structured organic reaction records. describe an organic reaction: reactants, conditions, products, and yield Reactants: O=N[O-], COC(=O)c1cc(N)ccc1C, [Na+], O, O=S(=O)(O)O. Yields the product COC(=O)c1cc(O)ccc1C. Reaction SMILES: [N:18](=[O:19])[O-:20].[NH2:6][c:7]1[cH:8][cH:9][c:10]([CH3:17])[c:11]([C:12](=[O:13])[O:14][CH3:15])[cH:16]1.[Na+:21].[OH2:22].[S:1](=[O:2])(=[O:3])([OH:4])[OH:5]>>[c:7]1([OH:19])[cH:8][cH:9][c:10]([CH3:17])[c:11]([C:12](=[O:13])[O:14][CH3:15])[cH:16]1. Product: BrC1=CC(=C(C=C1)OCCCCC(C(C(C(F)(F)F)(F)F)(F)F)(F)F)F (4-Bromo-2-fluoro-1-(5,5,6,6,7,7,8,8,8-nonafluoro-octyloxy)-benzene), oil. Reaction conditions: time 24 hour. Solvent: CN(C)C=O (DMF), C([O-])([O-])=O.[Cs+].[Cs+] (cesium carbonate). Procedure: To a solution of commercially available 4-bromo-2-fluorophenol (25) (1 equi.) and 4-(5,5,6,6,7,7,8,8,8-nonafluoro-octyloxy)-tosylate (10) (1 equi.) in DMF (3 mL/mmole), cesium carbonate (1.25 equi.) was added at room temperature. The reaction mixture was stirred at that temperature for 24 h, quenched with water, extracted with ethyl acetate:hexane(1:1), washed with brine, dried over MgSO4, and concentrated in vacuo. Purification by chromatography on silica gel (5% EtOAc/hexanes) and recrystalliz... Starting materials: BrC1=CC(=C(C=C1)O)F (4-bromo-2-fluorophenol), FC(CCCCOC1(CC=C(S(=O)(=O)[O-])C=C1)C)(C(C(C(F)(F)F)(F)F)(F)F)F (4-(5,5,6,6,7,7,8,8,8-nonafluoro-octyloxy)-tosylate). The yield is 87.0%. As a reaction SMILES: [Br:1][C:2]1[CH:7]=[CH:6][C:5]([OH:8])=[C:4]([F:9])[CH:3]=1.[F:10][C:11]([F:38])([C:28]([F:37])([F:36])[C:29]([F:35])([F:34])[C:30]([F:33])([F:32])[F:31])[CH2:12][CH2:13][CH2:14][CH2:15]OC1(C)C=CC(S([O-])(=O)=O)=CC1>CN(C=O)C.C(=O)([O-])[O-].[Cs+].[Cs+]>[Br:1][C:2]1[CH:7]=[CH:6][C:5]([O:8][CH2:15][CH2:14][CH2:13][CH2:12][C:11]([F:10])([F:38])[C:28]([F:36])([F:37])[C:29]([F:34])([F:35])[C:30]([F:31])([F:32])[F:33])=[C:4]([F:9])[CH:3]=1 |f:3.4.5|. Reactants: ClC1=C(C(=O)N)C=C(C(=N1)Cl)F (2,6-dichloro-5-fluoronicotinamide), CN1CCN(CC1)C1=CC=C(N)C=C1 (4-(4-methylpiperazin-1-yl)aniline), C[Si](C)(C)[N-][Si](C)(C)C.[Li+] (lithium bis(trimethylsilyl)amide). Run in C1CCOC1 (THF). Conditions: temperature -78 celsius, time 20 minute. The product is ClC1=C(C(=O)N)C=C(C(=N1)NC1=CC=C(C=C1)N1CCN(CC1)C)F (2-chloro-5-fluoro-6-(4-(4-methylpiperazin-1-yl)phenylamino)nicotinamide). The yield is 32.8%. As a reaction SMILES: [Cl:1][C:2]1[N:10]=[C:9](Cl)[C:8]([F:12])=[CH:7][C:3]=1[C:4]([NH2:6])=[O:5].[CH3:13][N:14]1[CH2:19][CH2:18][N:17]([C:20]2[CH:26]=[CH:25][C:23]([NH2:24])=[CH:22][CH:21]=2)[CH2:16][CH2:15]1.C[Si]([N-][Si](C)(C)C)(C)C.[Li+]>C1COCC1>[Cl:1][C:2]1[N:10]=[C:9]([NH:24][C:23]2[CH:22]=[CH:21][C:20]([N:17]3[CH2:16][CH2:15][N:14]([CH3:13])[CH2:19][CH2:18]3)=[CH:26][CH:25]=2)[C:8]([F:12])=[CH:7][C:3]=1[C:4]([NH2:6])=[O:5] |f:2.3|. Procedure details: To a mixture of 2,6-dichloro-5-fluoronicotinamide (1 g, 4.78 mmol) and 4-(4-methylpiperazin-1-yl)aniline (1.007 g, 5.26 mmol) in THF (30 mL) was added lithium bis(trimethylsilyl)amide (16.75 mL, 16.75 mmol) portionwise at −78° C. The mixture was stirred at −78° C. for 20 min and then removed from the dry ice bath. Next, the mixture was stirred at rt for 30 min. Two isomeric products were formed. The reaction mixture was quenched with water, extracted with ethyl acetate twice, washed the combined... The reactants are O=C([O-])O, CN(C)S(F)(F)F, [Cl-], ClCCl, O=C(C(=O)c1ccc(F)c(C#CCCO)c1)c1ccc(OC(F)F)cc1, [Na+], [Na+]. Yields the product O=C(C(=O)c1ccc(F)c(C#CCCF)c1)c1ccc(OC(F)F)cc1. RXN SMILES: [C:34](=[O:35])([OH:36])[O-:37].[CH3:27][N:28]([S:29]([F:30])([F:31])[F:32])[CH3:33].[Cl-:40].[Cl:41][CH2:42][Cl:43].[F:1][CH:2]([O:3][c:4]1[cH:5][cH:6][c:7]([C:10]([C:11](=[O:12])[c:13]2[cH:14][c:15]([C:20]#[C:21][CH2:22][CH2:23][OH:24])[c:16]([F:19])[cH:17][cH:18]2)=[O:25])[cH:8][cH:9]1)[F:26].[Na+:38].[Na+:39]>>[F:1][CH:2]([O:3][c:4]1[cH:5][cH:6][c:7]([C:10]([C:11](=[O:12])[c:13]2[cH:14][c:15]([C:20]#[C:21][CH2:22][CH2:23][F:31])[c:16]([F:19])[cH:17][cH:18]2)=[O:25])[cH:8][cH:9]1)[F:26]. The reactants are C(C1=CC=CC=C1)OC1=CC=C2C(=N1)NC=N2 (5-(benzyloxy)-3H-imidazo[4,5-b]pyridine), CC1=C(C(=CC=C1)C)B(O)O (2,6-dimethylphenylboronic acid). Product: CC1=C(C(=CC=C1)C)N1C=NC=2C1=NC(=CC2)O (3-(2,6-Dimethylphenyl)-3H-imidazo[4,5-b]pyridin-5-ol). Reaction SMILES: C([O:8][C:9]1[N:14]=[C:13]2[NH:15][CH:16]=[N:17][C:12]2=[CH:11][CH:10]=1)C1C=CC=CC=1.[CH3:18][C:19]1[CH:24]=[CH:23][CH:22]=[C:21]([CH3:25])[C:20]=1B(O)O>>[CH3:18][C:19]1[CH:24]=[CH:23][CH:22]=[C:21]([CH3:25])[C:20]=1[N:15]1[C:13]2=[N:14][C:9]([OH:8])=[CH:10][CH:11]=[C:12]2[N:17]=[CH:16]1. Procedure details: From 5-(benzyloxy)-3H-imidazo[4,5-b]pyridine and 2,6-dimethylphenylboronic acid, prepared in a similar manner as the one described in Example 1.26, the title compound was obtained. LCMS m/z=239.9 [M+H]+. Starting materials: O1C[C@H]1COC1=CC=CC=C1 ((2S)-1,2-epoxy-3-phenoxypropane), C(C1=CC=CC=C1)NC1CC2=C(CCC1)C=C(C(=C2)Cl)O (N-benzyl-(3-chloro-6,7,8,9-tetrahydro-2-hydroxy-5H-benzocyclohepten-6-yl)amine). Solvent: C(C)O (ethanol). Yields the product Cl.C(C1=CC=CC=C1)N(C1CC2=C(CCC1)C=C(C(=C2)Cl)O)C[C@@H](COC2=CC=CC=C2)O ((2S)-1-[N-benzyl-N-(3-chloro-6,7,8,9-tetrahydro-2-hydroxy-5H-benzocyclohepten-6-yl)amino]-3-phenoxy-2-propanol hydrochloride). Isolated yield 206.9%. RXN SMILES: [O:1]1[C@H:3]([CH2:4][O:5][C:6]2[CH:11]=[CH:10][CH:9]=[CH:8][CH:7]=2)[CH2:2]1.[CH2:12]([NH:19][CH:20]1[CH2:26][CH2:25][CH2:24][C:23]2[CH:27]=[C:28]([OH:32])[C:29]([Cl:31])=[CH:30][C:22]=2[CH2:21]1)[C:13]1[CH:18]=[CH:17][CH:16]=[CH:15][CH:14]=1>C(O)C>[ClH:31].[CH2:12]([N:19]([CH2:2][C@H:3]([OH:1])[CH2:4][O:5][C:6]1[CH:11]=[CH:10][CH:9]=[CH:8][CH:7]=1)[CH:20]1[CH2:26][CH2:25][CH2:24][C:23]2[CH:27]=[C:28]([OH:32])[C:29]([Cl:31])=[CH:30][C:22]=2[CH2:21]1)[C:13]1[CH:14]=[CH:15][CH:16]=[CH:17][CH:18]=1 |f:3.4|. Procedure: A solution of (2S)-1,2-epoxy-3-phenoxypropane (53 mg) (IL FARMACO, 50 (10), 643 (1995)) and N-benzyl-(3-chloro-6,7,8,9-tetrahydro-2-hydroxy-5H-benzocyclohepten-6-yl)amine (89 mg) in ethanol (1 ml) was refluxed for 19 hours, cooled to room temperature and evaporated in vacuo. The residue was chromatographed (dichloromethane-methanol) by silica gel (2.9 g), and the eluate was treated with 4N hydrogen chloride in ethyl acetate to afford (2S)-1-[N-benzyl-N-(3-chloro-6,7,8,9-tetrahydro-2-hydroxy-5H-b...